From a dataset of the Open Reaction Database (ORD), a public repository of structured organic reaction records. describe an organic reaction: reactants, conditions, products, and yield Starting materials: CCOCC, C=C(OCC)c1c(C)c2cnc(Nc3ccc(N4CCOCC4)cn3)nc2n(C2CCCC2)c1=O, ClCCl, Cl, [Na+], O=C([O-])O. Product: CC(=O)c1c(C)c2cnc(Nc3ccc(N4CCOCC4)cn3)nc2n(C2CCCC2)c1=O. RXN SMILES: [CH3:40][CH2:41][O:42][CH2:43][CH3:44].[CH:1]1([n:6]2[c:7](=[O:35])[c:8]([C:30](=[CH2:31])[O:32][CH2:33][CH3:34])[c:9]([CH3:29])[c:10]3[c:11]2[n:12][c:13]([NH:16][c:17]2[n:18][cH:19][c:20]([N:23]4[CH2:24][CH2:25][O:26][CH2:27][CH2:28]4)[cH:21][cH:22]2)[n:14][cH:15]3)[CH2:2][CH2:3][CH2:4][CH2:5]1.[Cl:37][CH2:38][Cl:39].[ClH:36].[Na+:49].[O-:45][C:46]([OH:47])=[O:48]>>[CH:1]1([n:6]2[c:7](=[O:35])[c:8]([C:30]([CH3:31])=[O:32])[c:9]([CH3:29])[c:10]3[c:11]2[n:12][c:13]([NH:16][c:17]2[n:18][cH:19][c:20]([N:23]4[CH2:24][CH2:25][O:26][CH2:27][CH2:28]4)[cH:21][cH:22]2)[n:14][cH:15]3)[CH2:2][CH2:3][CH2:4][CH2:5]1. Reactants: CN1CCCC1=O (NMP), ClC1=CC=2C(C3=C(NC2C=C1)C(NC=N3)=O)(C(F)(F)F)CCC3CC3 (8-Chloro-10-(2-cyclopropylethyl)-10-(trifluoromethyl)-5,10-dihydropyrimido[5,4-b]quinolin-4(3H)-one), [(t-Bu)3P]2 Pd. Reagents/catalysts: [C-]#N.[C-]#N.[Zn+2] (Zn(CN)2), [Zn] (Zn). Reaction conditions: temperature 170 celsius. Yields the product C(#N)C1=CC=2C(C3=C(NC2C=C1)C(NC=N3)=O)(C(F)(F)F)CCC3CC3 (8-Cyano-10-(2-cyclopropylethyl)-10-(trifluoromethyl)-5,10-dihydropyrimido[5,4-b]quinolin-4(3H)-one). The yield is 46.0%. As a reaction SMILES: Cl[C:2]1[CH:11]=[CH:10][C:9]2[NH:8][C:7]3[C:12](=[O:16])[NH:13][CH:14]=[N:15][C:6]=3[C:5]([CH2:21][CH2:22][CH:23]3[CH2:25][CH2:24]3)([C:17]([F:20])([F:19])[F:18])[C:4]=2[CH:3]=1.[CH3:26][N:27]1C(=O)CCC1>[C-]#N.[C-]#N.[Zn+2].[Zn]>[C:26]([C:2]1[CH:11]=[CH:10][C:9]2[NH:8][C:7]3[C:12](=[O:16])[NH:13][CH:14]=[N:15][C:6]=3[C:5]([CH2:21][CH2:22][CH:23]3[CH2:24][CH2:25]3)([C:17]([F:18])([F:20])[F:19])[C:4]=2[CH:3]=1)#[N:27] |f:2.3.4|. Procedure: A mixture of 17 (110 mg, 0.297 mmol), Zn(CN)2 (71 mg, 0.594 mmol, 2 equiv), [(t-Bu)3P]2 Pd (0.78 g, 0.149 mmol, 0.5 equiv) and Zn powder (29 mg, 0.446 mmol, 1.5 eq) were suspended in anhydrous NMP and degassed. The reaction mixture was heated to 170° C. for 30 h. After cooling to 25° C., the reaction was quenched with 2 N NH4OH (20 mL) and extracted with EtOAc (2×25 mL). The combined organic phases were washed with brine, dried (MgSO4) and concentrated. Chromatography (SiO2, 50 to 60% EtOAc-hexa... Reactants: BrCC=1C=C(C=CC1)CC(=O)O (3-bromomethylphenylacetic acid), C[O-].[Na+] (sodium methoxide). Run in CO (methanol), CO (methanol). The product is COCC=1C=C(C=CC1)CC(=O)O (3-Methoxymethylphenylacetic Acid). Yield: 99.2%. RXN SMILES: [CH3:1][O-:2].[Na+].Br[CH2:5][C:6]1[CH:7]=[C:8]([CH2:12][C:13]([OH:15])=[O:14])[CH:9]=[CH:10][CH:11]=1>CO>[CH3:1][O:2][CH2:5][C:6]1[CH:7]=[C:8]([CH2:12][C:13]([OH:15])=[O:14])[CH:9]=[CH:10][CH:11]=1 |f:0.1|. Procedure details: Under an atmosphere of argon gas, to sodium methoxide (160 g), methanol (800 ml) was added with stirring. Thereto, a solution of 3-bromomethylphenylacetic acid (226 g; prepared in Reference Example 18) in methanol (3200 ml) was added. The mixture was refluxed for 20 minutes. After the temperature of mixture became to room temperature, methanol was distilled off. The residue was poured into 2N HCl. Thereto, ethyl acetate was added. The organic layer was washed by an aqueous saturated solution of ... Reactants: CCOCC, O=N[O-], CCc1ccc(CC(N)C(=O)O)cc1CC, [Na+], O, O=S(=O)(O)O. The product is CCc1ccc(CC(O)C(=O)O)cc1CC. RXN SMILES: [CH3:21][CH2:22][O:23][CH2:24][CH3:25].[N:1]([O-:2])=[O:3].[NH2:5][CH:6]([C:7](=[O:8])[OH:9])[CH2:10][c:11]1[cH:12][c:13]([CH2:19][CH3:20])[c:14]([CH2:17][CH3:18])[cH:15][cH:16]1.[Na+:4].[OH2:26].[S:27](=[O:28])(=[O:29])([OH:30])[OH:31]>>[CH:6]([C:7](=[O:8])[OH:9])([CH2:10][c:11]1[cH:12][c:13]([CH2:19][CH3:20])[c:14]([CH2:17][CH3:18])[cH:15][cH:16]1)[OH:23].